This data is from the Open Reaction Database (ORD), a public repository of structured organic reaction records. The task is: describe an organic reaction: reactants, conditions, products, and yield Reactants: Cl[SiH2]Cl (Dichlorosilane), CCCCCC (1-hexane), RhCl(PPh3)3, stainless steel. Reaction conditions: temperature 90 celsius. Yields the product C(CCCCC)[SiH](Cl)Cl (n-hexyldichlorosilane). Reaction SMILES: [Cl:1][SiH2:2][Cl:3].[CH3:4][CH2:5][CH2:6][CH2:7][CH2:8][CH3:9]>>[CH2:4]([SiH:2]([Cl:3])[Cl:1])[CH2:5][CH2:6][CH2:7][CH2:8][CH3:9]. Procedure: Dichlorosilane in an amount of 74.7 g (0.74 mol), 63.0 g of 1-hexane (0.75 mol) and as a catalyst 0.684 g of RhCl(PPh3)3 (7.4×10-4 mol) were charged in a 500 ml pressure proof stainless steel reaction tube and after sealing, reaction was carried out by heating in an oil bath at a temperature of 90° C. for 13 hours. Then reaction liquid was subjected to vacuum distillation to obtain 110 g (0.59 mol) of n-hexyldichlorosilane. The boiling point of this product was 100°-102° C./100 mmHg and the refr... Reactants: O=C1CCC(=O)N1Br, COC(=O)c1nc2n(c(=O)c1OC(=O)c1ccccc1)CCCCC2, ClC(Cl)(Cl)Cl. Yields the product COC(=O)c1nc2n(c(=O)c1OC(=O)c1ccccc1)CCCCC2Br. As a reaction SMILES: [Br:26][N:27]1[C:28](=[O:29])[CH2:30][CH2:31][C:32]1=[O:33].[C:1]([c:2]1[cH:3][cH:4][cH:5][cH:6][cH:7]1)(=[O:8])[O:9][c:10]1[c:11]([C:22](=[O:23])[O:24][CH3:25])[n:12][c:13]2[n:14]([c:20]1=[O:21])[CH2:15][CH2:16][CH2:17][CH2:18][CH2:19]2.[C:34]([Cl:35])([Cl:36])([Cl:37])[Cl:38]>>[C:1]([c:2]1[cH:3][cH:4][cH:5][cH:6][cH:7]1)(=[O:8])[O:9][c:10]1[c:11]([C:22](=[O:23])[O:24][CH3:25])[n:12][c:13]2[n:14]([c:20]1=[O:21])[CH2:15][CH2:16][CH2:17][CH2:18][CH:19]2[Br:26]. The reactants are FC1=CC=C(C=C1)C=1C(=NC=NC1N1CCC(CC1)C=1N(C=C(N1)C1=CC(=C(C=C1)F)C(F)(F)F)C)N (5-(4-Fluoro-phenyl)-6-{4-[4-(4-fluoro-3-trifluoromethyl-phenyl)-1-methyl-1H-imidazol-2-yl]-piperidin-1-yl}-pyrimidin-4-ylamine), CC=1SC(=CN1)B1OC(C)(C)C(C)(C)O1 ((2-methylthiazol-5-yl)boronic acid pinacol ester). Product: FC1=C(C=C(C=C1)C=1N=C(N(C1)C)C1CCN(CC1)C1=C(C(=NC=N1)N)C1=CN=C(S1)C)C(F)(F)F (6-{4-[4-(4-Fluoro-3-trifluoromethyl-phenyl)-1-methyl-1H-imidazol-2-yl]-piperidin-1-yl}-5-(2-methyl-thiazol-5-yl)-pyrimidin-4-ylamine). RXN SMILES: FC1C=[CH:6][C:5]([C:8]2[C:9]([NH2:37])=[N:10][CH:11]=[N:12][C:13]=2[N:14]2[CH2:19][CH2:18][CH:17]([C:20]3[N:21]([CH3:36])[CH:22]=[C:23]([C:25]4[CH:30]=[CH:29][C:28]([F:31])=[C:27]([C:32]([F:35])([F:34])[F:33])[CH:26]=4)[N:24]=3)[CH2:16][CH2:15]2)=CC=1.[CH3:38][C:39]1[S:40]C(B2OC(C)(C)C(C)(C)O2)=C[N:43]=1>>[F:31][C:28]1[CH:29]=[CH:30][C:25]([C:23]2[N:24]=[C:20]([CH:17]3[CH2:16][CH2:15][N:14]([C:13]4[N:12]=[CH:11][N:10]=[C:9]([NH2:37])[C:8]=4[C:5]4[S:40][C:39]([CH3:38])=[N:43][CH:6]=4)[CH2:19][CH2:18]3)[N:21]([CH3:36])[CH:22]=2)=[CH:26][C:27]=1[C:32]([F:33])([F:34])[F:35]. Procedure details: The title compound was prepared in an analogous manner as 5-(4-Fluoro-phenyl)-6-{4-[4-(4-fluoro-3-trifluoromethyl-phenyl)-1-methyl-1H-imidazol-2-yl]-piperidin-1-yl}-pyrimidin-4-ylamine using (2-methylthiazol-5-yl)boronic acid pinacol ester instead of 4-fluorophenylboronic acid. LC-MS: (M+1=518, obsd.=518).